Dataset: the Open Reaction Database (ORD), a public repository of structured organic reaction records. Task: describe an organic reaction: reactants, conditions, products, and yield Starting materials: Clc1nc(Cl)c(Cl)c(Cl)c1Cl, [I-]. The product is Clc1cnc(Cl)c(Cl)c1Cl. Reaction SMILES: [Cl:1][c:2]1[c:3]([Cl:11])[c:4]([Cl:10])[c:5]([Cl:9])[c:6]([Cl:8])[n:7]1.[I-:12]>>[cH:2]1[c:3]([Cl:11])[c:4]([Cl:10])[c:5]([Cl:9])[c:6]([Cl:8])[n:7]1. Run at time 3 hour. Procedure details: To a magnetically stirred 500 mL flask under argon at room temperature (about 23° C.) was added 25.69 g of (6R-trans)-3-[[[3,4-bis(acetyloxy)-benzoyl]oxy]methyl-7-[[1,1dimethylethoxycarbonyl]amino]-8-oxo-5-thia-1-azabicyclo[4.2.0]oct-2-ene-2-carboxylic acid and 250 mL of methylene chloride. This was followed by the addition of 25 mL of anisole and 250 mL of trifluoroacetic acid. Stirring was continued for 3 hours and then the solvents removed in vacuo. To the oil residue was added 200 mL of ethy... The yield is 76.9%. Product: C(C)(=O)OC=1C=C(C(=O)OCC2=C(N3C([C@H]([C@H]3SC2)N)=O)C(=O)O)C=CC1OC(C)=O ((6R-trans)-3-[[[3,4-bis(acetyloxy)benzoy]oxy]methyl]-7-amino-8-oxo-5-thia-1-azabicyclo[4.2.0]oct-2-ene-2carboxylic acid). Solvent: C(Cl)Cl (methylene chloride). Reactants: C1(=CC=CC=C1)OC (anisole), FC(C(=O)O)(F)F (trifluoroacetic acid), C(C)(=O)OC=1C=C(C(=O)OCC2=C(N3C(C(C3SC2)NC(=O)OC(C)(C)C)=O)C(=O)O)C=CC1OC(C)=O ([[3,4-bis(acetyloxy)-benzoyl]oxy]methyl-7-[[1,1dimethylethoxycarbonyl]amino]-8-oxo-5-thia-1-azabicyclo[4.2.0]oct-2-ene-2-carboxylic acid). As a reaction SMILES: [C:1]([O:4][C:5]1[CH:6]=[C:7]([CH:32]=[CH:33][C:34]=1[O:35][C:36](=[O:38])[CH3:37])[C:8]([O:10][CH2:11][C:12]1[CH2:19][S:18][CH:17]2[N:14]([C:15](=[O:28])[CH:16]2[NH:20]C(OC(C)(C)C)=O)[C:13]=1[C:29]([OH:31])=[O:30])=[O:9])(=[O:3])[CH3:2].C1(OC)C=CC=CC=1.FC(F)(F)C(O)=O>C(Cl)Cl>[C:1]([O:4][C:5]1[CH:6]=[C:7]([CH:32]=[CH:33][C:34]=1[O:35][C:36](=[O:38])[CH3:37])[C:8]([O:10][CH2:11][C:12]1[CH2:19][S:18][C@H:17]2[N:14]([C:15](=[O:28])[C@H:16]2[NH2:20])[C:13]=1[C:29]([OH:31])=[O:30])=[O:9])(=[O:3])[CH3:2]. Reactants: C(C)(C)(C)C=1C(=C(C=O)C=CC1)O (3-tert-butyl-2-hydroxybenzaldehyde), COC1=CC=C(CCl)C=C1 (4-methoxybenzyl chloride), C(=O)([O-])[O-].[K+].[K+] (K2CO3), CC#N (MeCN). The solvent is CCOC(=O)C (EtOAc), hexanes, CCOC(=O)C (EtOAc). Reaction conditions: time 0.5 hour. Yields the product C(C)(C)(C)C=1C(=C(C=O)C=CC1)OCC1=CC=C(C=C1)OC (3-tert-Butyl-2-(4-methoxybenzyloxy)benzaldehyde). Isolated yield 89.5%. RXN SMILES: [C:1]([C:5]1[C:6]([OH:13])=[C:7]([CH:10]=[CH:11][CH:12]=1)[CH:8]=[O:9])([CH3:4])([CH3:3])[CH3:2].[CH3:14][O:15][C:16]1[CH:23]=[CH:22][C:19]([CH2:20]Cl)=[CH:18][CH:17]=1.C([O-])([O-])=O.[K+].[K+].CC#N>CCOC(C)=O>[C:1]([C:5]1[C:6]([O:13][CH2:20][C:19]2[CH:22]=[CH:23][C:16]([O:15][CH3:14])=[CH:17][CH:18]=2)=[C:7]([CH:10]=[CH:11][CH:12]=1)[CH:8]=[O:9])([CH3:4])([CH3:2])[CH3:3] |f:2.3.4|. Procedure: A suspension of 3-tert-butyl-2-hydroxybenzaldehyde (5.0 g, 28.1 mmol, 1.0 equiv), 4-methoxybenzyl chloride (4.4 g, 3.8 mL, 28.1 mmol, 1.0 equiv), powdered K2CO3 (7.8 g, 56.2 mmol, 2.0 equiv) and MeCN (100 mL) was refluxed for 6 hr. The yellow-green suspension was cooled to room temperature and allowed the stand for 48 hr. The suspension was diluted with EtOAc (50 mL) and filtered, washing the solids with EtOAc (50 mL). The filtrate was concentrated under reduced pressure to give brown oil. The o... Reactants: CC1=C2OCOC2CC(C)(C)C1=O, CCCCC, [Li]C[Si](C)(C)C, C[Si](C)(C)CCl, [Li], C1CCOC1, O. Yields the product CC1=C2OCOC2CC(C)(C)C1(O)C[Si](C)(C)C. RXN SMILES: [CH3:14][C:15]1=[C:23]2[CH:19]([CH2:18][C:17]([CH3:24])([CH3:25])[C:16]1=[O:26])[O:20][CH2:21][O:22]2.[CH3:27][CH2:28][CH2:29][CH2:30][CH3:31].[CH3:8][Si:9]([CH2:10][Li:11])([CH3:12])[CH3:13].[Cl:1][CH2:2][Si:3]([CH3:4])([CH3:5])[CH3:6].[Li:7].[O:32]1[CH2:33][CH2:34][CH2:35][CH2:36]1.[OH2:37]>>[CH2:2]([Si:3]([CH3:4])([CH3:5])[CH3:6])[C:16]1([OH:26])[C:15]([CH3:14])=[C:23]2[CH:19]([CH2:18][C:17]1([CH3:24])[CH3:25])[O:20][CH2:21][O:22]2.